From a dataset of the Open Reaction Database (ORD), a public repository of structured organic reaction records. describe an organic reaction: reactants, conditions, products, and yield Reactants: NC=1C=CC(=C(C1)N1N=C(N(C1=O)CC1=C(C=C(C=C1)C1=C(C=CC(=C1)CCC)S(NC(C)(C)C)(=O)=O)F)CCCC)Cl (2-(5-amino-2-chlorophenyl)-5-n-butyl-4-[[2'-(N-t-butylsulfamoyl)-3-fluoro-5'-n-propylbiphenyl-4-yl]methyl]-2,4-dihydro-3H-1,2,4-triazol-3-one), C(C)(=O)Cl (acetyl chloride). Yields the product C(C)(=O)NC=1C=CC(=C(C1)N1N=C(N(C1=O)CC1=C(C=C(C=C1)C1=C(C=CC(=C1)CCC)S(NC(C)(C)C)(=O)=O)F)CCCC)Cl (2-[5-(Acetylamino)-2-chlorophenyl]-5-n-butyl-4-[[2'-(N-t-butylsulfamoyl)-3-fluoro-5'-n-propylbiphenyl-4-yl]methyl]-2,4-dihydro-3H-1,2,4-triazol-3-one). Isolated yield 88.0%. Reaction SMILES: [NH2:1][C:2]1[CH:3]=[CH:4][C:5]([Cl:43])=[C:6]([N:8]2[C:12](=[O:13])[N:11]([CH2:14][C:15]3[CH:20]=[CH:19][C:18]([C:21]4[CH:26]=[C:25]([CH2:27][CH2:28][CH3:29])[CH:24]=[CH:23][C:22]=4[S:30](=[O:37])(=[O:36])[NH:31][C:32]([CH3:35])([CH3:34])[CH3:33])=[CH:17][C:16]=3[F:38])[C:10]([CH2:39][CH2:40][CH2:41][CH3:42])=[N:9]2)[CH:7]=1.[C:44](Cl)(=[O:46])[CH3:45]>>[C:44]([NH:1][C:2]1[CH:3]=[CH:4][C:5]([Cl:43])=[C:6]([N:8]2[C:12](=[O:13])[N:11]([CH2:14][C:15]3[CH:20]=[CH:19][C:18]([C:21]4[CH:26]=[C:25]([CH2:27][CH2:28][CH3:29])[CH:24]=[CH:23][C:22]=4[S:30](=[O:37])(=[O:36])[NH:31][C:32]([CH3:35])([CH3:33])[CH3:34])=[CH:17][C:16]=3[F:38])[C:10]([CH2:39][CH2:40][CH2:41][CH3:42])=[N:9]2)[CH:7]=1)(=[O:46])[CH3:45]. Reported procedure: The reaction of 2-(5-amino-2-chlorophenyl)-5-n-butyl-4-[[2'-(N-t-butylsulfamoyl)-3-fluoro-5'-n-propylbiphenyl-4-yl]methyl]-2,4-dihydro-3H-1,2,4-triazol-3-one (from Step C) with acetyl chloride was carried out according to the procedure of Example 69, affording an 88% yield of the title compound as a cream-colored solid, mp 125°-128° C.; satisfactory purity by TLC in 95:5 CH2Cl2 --MeOH; mass spectrum (FAB) m/e 676 (M+Li)+. Yield: 75.0%. Starting materials: C1(CC1)\C(=C(/C(=O)OCC)\C1=CC=C(C=C1)OCOC)\C1=CC=CC=C1 ((E)-Ethyl 3-cyclopropyl-2-(4-(methoxymethoxy)phenyl)-3-phenylacrylate), [OH-].[Na+] (NaOH), Cl (HCl). Reaction conditions: temperature 80 celsius, time 24 hour. Procedure details: To a solution of 3 (105 mg, 0.298 mmol) in MeOH (3 ml) was added 2N NaOH (1.5 ml), and the mixture was stirred at 80° C. for 24 h. After cooling, 2 N HCl (1.5 ml) was added drop wise under ice cooling, and the whole was extracted with AcOEt, the organic layer was washed with brine, dried over Na2SO4, then concentrated. The residual solid was triturated with hexanes to give 7 (75%). 7: colorless powder; 1H-NMR (CDCl3) δ 0.45 (2H, m), 0.83 (2H, m), 2.73 (1H, m), 3.40 (3H, s), 5.04 (2H, s), 6.73 (2... Run in CO (MeOH). RXN SMILES: [CH:1]1(/[C:4](/[C:21]2[CH:26]=[CH:25][CH:24]=[CH:23][CH:22]=2)=[C:5](/[C:11]2[CH:16]=[CH:15][C:14]([O:17][CH2:18][O:19][CH3:20])=[CH:13][CH:12]=2)\[C:6]([O:8]CC)=[O:7])[CH2:3][CH2:2]1.[OH-].[Na+].Cl>CO>[CH:1]1(/[C:4](/[C:21]2[CH:26]=[CH:25][CH:24]=[CH:23][CH:22]=2)=[C:5](/[C:11]2[CH:16]=[CH:15][C:14]([O:17][CH2:18][O:19][CH3:20])=[CH:13][CH:12]=2)\[C:6]([OH:8])=[O:7])[CH2:3][CH2:2]1 |f:1.2|. The product is C1(CC1)\C(=C(/C(=O)O)\C1=CC=C(C=C1)OCOC)\C1=CC=CC=C1 ((E)-3-cyclopropyl-2-(4-(methoxymethoxy)phenyl)-3-phenylacrylic acid).